This data is from the Open Reaction Database (ORD), a public repository of structured organic reaction records. The task is: describe an organic reaction: reactants, conditions, products, and yield The reactants are COC(=O)C(CCSC)NC(=O)c1ccc([N+](=O)[O-])cc1-c1ccccc1, CCOC(C)=O, [Cl-], O. The product is COC(=O)C(CCSC)NC(=O)c1ccc(N)cc1-c1ccccc1, Cl. Reaction SMILES: [CH3:1][O:2][C:3]([CH:4]([NH:5][C:6]([c:7]1[c:8](-[c:16]2[cH:17][cH:18][cH:19][cH:20][cH:21]2)[cH:9][c:10]([N+:13]([O-:14])=[O:15])[cH:11][cH:12]1)=[O:22])[CH2:23][CH2:24][S:25][CH3:26])=[O:27].[CH3:30][CH2:31][O:32][C:33](=[O:34])[CH3:35].[Cl-:29].[OH2:28]>>[CH3:1][O:2][C:3]([CH:4]([NH:5][C:6]([c:7]1[c:8](-[c:16]2[cH:17][cH:18][cH:19][cH:20][cH:21]2)[cH:9][c:10]([NH2:13])[cH:11][cH:12]1)=[O:22])[CH2:23][CH2:24][S:25][CH3:26])=[O:27].[ClH:29]. Reactants: [Ag+], O=[N+]([O-])[O-], [NH4+], [NH4+], O=C(O)Cc1ccccc1, O=S(=O)([O-])OOS(=O)(=O)[O-], O=S(=O)(O)O, c1ccnnc1. Product: c1ccc(Cc2ccnnc2)cc1. Reaction SMILES: [Ag+:38].[N+:34]([O-:35])([O-:36])=[O:37].[NH4+:27].[NH4+:28].[OH:7][C:8](=[O:9])[CH2:10][c:11]1[cH:12][cH:13][cH:14][cH:15][cH:16]1.[S:17]([O:18][O:19][S:20]([O-:21])(=[O:22])=[O:23])([O-:24])(=[O:25])=[O:26].[S:29](=[O:30])(=[O:31])([OH:32])[OH:33].[cH:1]1[cH:2][cH:3][n:4][n:5][cH:6]1>>[cH:1]1[c:2]([CH2:10][c:11]2[cH:12][cH:13][cH:14][cH:15][cH:16]2)[cH:3][n:4][n:5][cH:6]1.